From a dataset of the Open Reaction Database (ORD), a public repository of structured organic reaction records. describe an organic reaction: reactants, conditions, products, and yield As a reaction SMILES: O.O.[Cu:3](Cl)Cl.[NH2:6][C:7]1[C:20]2[C:19](=[O:21])[C:18]3[C:13](=[CH:14][CH:15]=[CH:16][CH:17]=3)[C:12](=[O:22])[C:11]=2[C:10]([NH2:23])=[CH:9][CH:8]=1>CN(C)C=O>[Cu+2:3].[NH2:6][C:7]1[C:20]2[C:19](=[O:21])[C:18]3[C:13](=[CH:14][CH:15]=[CH:16][CH:17]=3)[C:12](=[O:22])[C:11]=2[C:10]([NH2:23])=[CH:9][CH:8]=1 |f:0.1.2,5.6|. Yields the product [Cu+2].NC1=CC=C(C=2C(C3=CC=CC=C3C(C12)=O)=O)N (Copper (II) 1,4-diamino anthraquinone). Solvent: CN(C=O)C (dimethylformamide). Procedure: Copper (II) chloride dihydrate (0.71 g) is dissolved in dimethylformamide (30 ml) and 1,4-diamino anthraquinone (1.0 g) is added. The mixture quickly turns into a paste and is filtered and washed with methylene chloride before drying. The filtrate is then washed with water, acetone and finally methylene chloride and dried overnight in a vacuum oven. The yield is 0.86 g of a dark blue powder having a conductivity of 1.32×10-2S/cm. Analysis shows a composition of C--56.84 percent, H--3.86 percent,... The reactants are O.O.[Cu](Cl)Cl (Copper (II) chloride dihydrate), NC1=CC=C(C=2C(C3=CC=CC=C3C(C12)=O)=O)N (1,4-diamino anthraquinone). Reactants: O=C(NCCC1CC1)c1ccc(N2CCNCC2)nn1, O=C(Cl)c1ccc(F)cc1C(F)(F)F. Yields the product O=C(NCCC1CC1)c1ccc(N2CCN(C(=O)c3ccc(F)cc3C(F)(F)F)CC2)nn1. RXN SMILES: [CH:15]1([CH2:18][CH2:19][NH:20][C:21](=[O:22])[c:23]2[n:24][n:25][c:26]([N:29]3[CH2:30][CH2:31][NH:32][CH2:33][CH2:34]3)[cH:27][cH:28]2)[CH2:16][CH2:17]1.[F:1][c:2]1[cH:3][c:4]([C:11]([F:12])([F:13])[F:14])[c:5]([C:6](=[O:7])[Cl:8])[cH:9][cH:10]1>>[F:1][c:2]1[cH:3][c:4]([C:11]([F:12])([F:13])[F:14])[c:5]([C:6](=[O:7])[N:32]2[CH2:31][CH2:30][N:29]([c:26]3[n:25][n:24][c:23]([C:21]([NH:20][CH2:19][CH2:18][CH:15]4[CH2:16][CH2:17]4)=[O:22])[cH:28][cH:27]3)[CH2:34][CH2:33]2)[cH:9][cH:10]1. Reactants: OC1=C(C(N(C12CCN(CC2)OC)OCOC)=O)C2=C(C=C(C=C2C)C)C (4-hydroxy-8-methoxy-1-methoxymethoxy-3-(2,4,6-trimethyl-phenyl)-1,8-diaza-spiro[4.5]dec-3-en-2-one), ( Å ), O (water), Br[Si](C)(C)C (bromotrimethylsilane). Solvent: ClCCl (dichloromethane). Conditions: temperature 0 celsius, time 48 hour. Product: ON1C(C(=C(C12CCN(CC2)OC)O)C2=C(C=C(C=C2C)C)C)=O (1,4-Dihydroxy-8-methoxy-3-(2,4,6-trimethyl-phenyl)-1,8-diaza-spiro[4.5]dec-3-en-2-one). RXN SMILES: [OH:1][C:2]1[C:6]2([CH2:11][CH2:10][N:9]([O:12][CH3:13])[CH2:8][CH2:7]2)[N:5]([O:14]COC)[C:4](=[O:18])[C:3]=1[C:19]1[C:24]([CH3:25])=[CH:23][C:22]([CH3:26])=[CH:21][C:20]=1[CH3:27].Br[Si](C)(C)C.O>ClCCl>[OH:14][N:5]1[C:6]2([CH2:7][CH2:8][N:9]([O:12][CH3:13])[CH2:10][CH2:11]2)[C:2]([OH:1])=[C:3]([C:19]2[C:20]([CH3:27])=[CH:21][C:22]([CH3:26])=[CH:23][C:24]=2[CH3:25])[C:4]1=[O:18]. Reported procedure: To a solution of 4-hydroxy-8-methoxy-1-methoxymethoxy-3-(2,4,6-trimethyl-phenyl)-1,8-diaza-spiro[4.5]dec-3-en-2-one (compound P2ii.6 obtained in analogy to preparation example 11, step 5) (500 mg, 1.33 mmol) in dichloromethane (10 ml) under argon atmosphere at 0° C. was added 3 {acute over (Å)} molecular sieves (0.5 g), followed by bromotrimethylsilane (1.72 ml, 2.03 g, 13.28 mmol) dropewise and the reaction mixture was stirred at 0° C. for one hour and at room temperature for 48 hours. The mixt... Reactants: C(C1=CC=CC=C1)ON=C1C[C@H](N(C1)C(=O)OC(C)(C)C)C(=O)O ((2S,4EZ)-4-[(benzyloxy)imino]-1-(tert-butoxycarbonyl)-2-pyrrolidinecarboxylic acid), O(C1=CC=CC=C1)CC(=O)Cl (phenoxyacetyl chloride), C1(=CC=CC2=CC=CC=C12)CN (1-naphthylmethylamine). Yields the product C(C1=CC=CC=C1)ON=C1C[C@H](N(C1)C(COC1=CC=CC=C1)=O)C(=O)NCC1=CC=CC2=CC=CC=C12 ((2S,4EZ)-4-[(benzyloxy)imino]-N-(1-naphthylmethyl)-1-(phenoxyacetyl)-2-pyrrolidinecarboxamide). As a reaction SMILES: [CH2:1]([O:8][N:9]=[C:10]1[CH2:14][N:13]([C:15]([O:17]C(C)(C)C)=O)[C@H:12]([C:22]([OH:24])=O)[CH2:11]1)[C:2]1[CH:7]=[CH:6][CH:5]=[CH:4][CH:3]=1.[O:25]([CH2:32]C(Cl)=O)[C:26]1[CH:31]=[CH:30][CH:29]=[CH:28][CH:27]=1.[C:36]1([CH2:46][NH2:47])[C:45]2[C:40](=[CH:41][CH:42]=[CH:43][CH:44]=2)[CH:39]=[CH:38][CH:37]=1>>[CH2:1]([O:8][N:9]=[C:10]1[CH2:14][N:13]([C:15](=[O:17])[CH2:32][O:25][C:26]2[CH:27]=[CH:28][CH:29]=[CH:30][CH:31]=2)[C@H:12]([C:22]([NH:47][CH2:46][C:36]2[C:45]3[C:40](=[CH:41][CH:42]=[CH:43][CH:44]=3)[CH:39]=[CH:38][CH:37]=2)=[O:24])[CH2:11]1)[C:2]1[CH:3]=[CH:4][CH:5]=[CH:6][CH:7]=1. Reported procedure: Following the general method as outlined in Example 22, starting from (2S,4EZ)-4-[(benzyloxy)imino]-1-(tert-butoxycarbonyl)-2-pyrrolidinecarboxylic acid, phenoxyacetyl chloride, and 1-naphthylmethylamine the title compound was obtained in 74% purity by LC/MS. MS(ESI+): m/z=508.4. The reactants are CS(=O)(=O)Cl (Methane sulfonyl chloride), BrC1=CC=C(N)C=C1 (4-bromo-aniline), N1=CC=CC=C1 (pyridine). Run in ClCCl (dichloromethane). Reaction conditions: time 1 hour. Yields the product BrC1=CC=C(C=C1)NS(=O)(=O)C (N-(4-bromophenyl)methanesulfonamide). Reaction SMILES: [CH3:1][S:2](Cl)(=[O:4])=[O:3].[Br:6][C:7]1[CH:13]=[CH:12][C:10]([NH2:11])=[CH:9][CH:8]=1.N1C=CC=CC=1>ClCCl>[Br:6][C:7]1[CH:13]=[CH:12][C:10]([NH:11][S:2]([CH3:1])(=[O:4])=[O:3])=[CH:9][CH:8]=1. Procedure: Methane sulfonyl chloride (2.4 ml, 0.031 M) was added to a solution of 4-bromo-aniline (5.28 g, 0.031 M) and pyridine (2.5 ml, 0.031 M) in dichloromethane (100 ml) at 0° C. The reaction mixture was stirred for 1 hr, after which time it was partitioned between dichloromethane (100 ml) and 1N hydrochloric acid (100 ml). The organics were separated and dried over magnesium sulfate, filtered and concentrated in vacuuo to afford the title compound as a white solid (6.37 g). The reactants are O=C(CCCCCl)c1ccccc1F, CCC(=O)Nc1cccc(C2CCNCC2)c1. Yields the product CCC(=O)Nc1cccc(C2CCN(CCCCC(=O)c3ccccc3F)CC2)c1. Reaction SMILES: [Cl:1][CH2:2][CH2:3][CH2:4][CH2:5][C:6](=[O:7])[c:8]1[c:9]([F:14])[cH:10][cH:11][cH:12][cH:13]1.[NH:15]1[CH2:16][CH2:17][CH:18]([c:21]2[cH:22][c:23]([NH:27][C:28]([CH2:29][CH3:30])=[O:31])[cH:24][cH:25][cH:26]2)[CH2:19][CH2:20]1>>[CH2:2]([CH2:3][CH2:4][CH2:5][C:6](=[O:7])[c:8]1[c:9]([F:14])[cH:10][cH:11][cH:12][cH:13]1)[N:15]1[CH2:16][CH2:17][CH:18]([c:21]2[cH:22][c:23]([NH:27][C:28]([CH2:29][CH3:30])=[O:31])[cH:24][cH:25][cH:26]2)[CH2:19][CH2:20]1. The reactants are C1CCOC1, CC(C)C[Al+]CC(C)C, N#Cc1ccc(C(F)(F)F)c(Cl)c1, [H-]. The product is O=Cc1ccc(C(F)(F)F)c(Cl)c1. Reaction SMILES: [CH2:24]1[CH2:27][CH2:26][CH2:25][O:28]1.[CH2:2]([Al+:3][CH2:4][CH:5]([CH3:6])[CH3:7])[CH:8]([CH3:9])[CH3:10].[Cl:11][c:12]1[cH:13][c:14]([C:15]#[N:16])[cH:17][cH:18][c:19]1[C:20]([F:21])([F:22])[F:23].[H-:1]>>[Cl:11][c:12]1[cH:13][c:14]([CH:15]=[O:28])[cH:17][cH:18][c:19]1[C:20]([F:21])([F:22])[F:23]. Starting materials: O=C([O-])[O-], Cc1cc2cc(O)ccc2[nH]1, CN(C)C=O, O=C(Nc1cn2nc(I)ccc2n1)C1CC1, [K+], [K+]. Yields the product Cc1cc2cc(Oc3ccc4nc(NC(=O)C5CC5)cn4n3)ccc2[nH]1. RXN SMILES: [C:28](=[O:29])([O-:30])[O-:31].[CH3:17][c:18]1[nH:19][c:20]2[cH:21][cH:22][c:23]([OH:27])[cH:24][c:25]2[cH:26]1.[CH3:34][N:35]([CH3:36])[CH:37]=[O:38].[I:1][c:2]1[cH:3][cH:4][c:5]2[n:6]([n:7]1)[cH:8][c:9]([NH:11][C:12](=[O:13])[CH:14]1[CH2:15][CH2:16]1)[n:10]2.[K+:32].[K+:33]>>[c:2]1([O:27][c:23]2[cH:22][cH:21][c:20]3[nH:19][c:18]([CH3:17])[cH:26][c:25]3[cH:24]2)[cH:3][cH:4][c:5]2[n:6]([n:7]1)[cH:8][c:9]([NH:11][C:12](=[O:13])[CH:14]1[CH2:15][CH2:16]1)[n:10]2. The reactants are COC(=O)C1=CC=C(C2=CC=CC=C12)Br (4-bromo-naphthalene-1-carboxylic acid methyl ester), C(C=C)[Sn](CCCC)(CCCC)CCCC (allyltributyltin). The reagents and catalysts are C=1C=CC(=CC1)[P](C=2C=CC=CC2)(C=3C=CC=CC3)[Pd]([P](C=4C=CC=CC4)(C=5C=CC=CC5)C=6C=CC=CC6)([P](C=7C=CC=CC7)(C=8C=CC=CC8)C=9C=CC=CC9)[P](C=1C=CC=CC1)(C=1C=CC=CC1)C=1C=CC=CC1 (tetrakis(triphenylphosphine)palladium(0)). Reaction conditions: temperature 120 celsius. RXN SMILES: [CH3:1][O:2][C:3]([C:5]1[C:14]2[C:9](=[CH:10][CH:11]=[CH:12][CH:13]=2)[C:8](Br)=[CH:7][CH:6]=1)=[O:4].[CH2:16]([Sn](CCCC)(CCCC)CCCC)[CH:17]=[CH2:18]>C1(C)C=CC=CC=1.CCOCC.C1C=CC([P]([Pd]([P](C2C=CC=CC=2)(C2C=CC=CC=2)C2C=CC=CC=2)([P](C2C=CC=CC=2)(C2C=CC=CC=2)C2C=CC=CC=2)[P](C2C=CC=CC=2)(C2C=CC=CC=2)C2C=CC=CC=2)(C2C=CC=CC=2)C2C=CC=CC=2)=CC=1>[CH3:1][O:2][C:3]([C:5]1[C:14]2[C:9](=[CH:10][CH:11]=[CH:12][CH:13]=2)[C:8]([CH2:18][CH:17]=[CH2:16])=[CH:7][CH:6]=1)=[O:4] |^1:47,49,68,87|. The yield is 89.0%. Procedure: To a solution of 4-bromo-naphthalene-1-carboxylic acid methyl ester (2.0 g, 7.9 mmol) in toluene (20 mL) was added allyltributyltin (2.7 mL), tetrakis(triphenylphosphine)palladium(0) (183 mg, 0.16 mmol) and 2 crystals of BHT. The system was purged under vacuum and nitrogen and allowed to heat to 120° C. under N2 for 4 h. TLC analysis (silica, 1:1 ethyl acetate-hexanes) showed the reaction to be completed with only one new fluorescent spot present. The mixture was diluted with ether, washed with ... The solvent is CCOCC (ether), C1(=CC=CC=C1)C (toluene). Product: COC(=O)C1=CC=C(C2=CC=CC=C12)CC=C (4-allylnaphthalene-1-carboxylic acid methyl ester).